Dataset: the Open Reaction Database (ORD), a public repository of structured organic reaction records. Task: describe an organic reaction: reactants, conditions, products, and yield Reactants: C12=CC=CC=3C4=CC=CN=C4C=C(C13)C(=O)OC2=O (8-azaphenanthrene-1,10-dicarboxylic anhydride), [N+](=O)([O-])[O-].[Na+] (sodium nitrate), O (water). Run in S(O)(O)(=O)=O (sulfuric acid). Run at time 4 hour. Yields the product [N+](=O)([O-])C=1C=C2C=3C(=CC4=NC=CC=C4C3C1)C(=O)OC2=O (3-Nitro-8-azaphenanthrene-1,10-dicarboxylic Anhydride). Yield: 66.0%. RXN SMILES: [C:1]12[C:18](=[O:19])[O:17][C:15](=[O:16])[C:13]3[C:14]1=[C:5]([C:6]1[C:11]([CH:12]=3)=[N:10][CH:9]=[CH:8][CH:7]=1)[CH:4]=[CH:3][CH:2]=2.[N+:20]([O-])([O-:22])=[O:21].[Na+].O>S(=O)(=O)(O)O>[N+:20]([C:3]1[CH:2]=[C:1]2[C:18](=[O:19])[O:17][C:15](=[O:16])[C:13]3=[CH:12][C:11]4[C:6]([C:5]([CH:4]=1)=[C:14]23)=[CH:7][CH:8]=[CH:9][N:10]=4)([O-:22])=[O:21] |f:1.2|. Procedure: As above for example 2, part A, 8-azaphenanthrene-1,10-dicarboxylic anhydride (7.62 g, 30.6 mmol) was nitrated in concentrated sulfuric acid (30 mL) at 110° C. by the addition of sodium nitrate (6.50 g, 76.5 mmol) in five portions over 31 h. The acid solution was poured into water (300 mL), rinsing the residue from the reaction flask with water (4×25 mL). The aqueous suspension was neutralized to about pH 4 with concentrated sodium hydroxide solution and sodium acetate (5 g) was added as a buffe... Reactants: COc1ccc(CC(=O)O)cc1, Cl, COc1ccccc1C1(O)CCC(c2ccccc2)(c2ccccc2)C2CNCC21. As a reaction SMILES: [CH3:32][O:33][c:34]1[cH:35][cH:36][c:37]([CH2:38][C:39]([OH:40])=[O:41])[cH:42][cH:43]1.[ClH:1].[c:2]1([C:8]2([c:26]3[cH:27][cH:28][cH:29][cH:30][cH:31]3)[CH2:9][CH2:10][C:11]([OH:17])([c:18]3[c:19]([O:24][CH3:25])[cH:20][cH:21][cH:22][cH:23]3)[CH:12]3[CH2:13][NH:14][CH2:15][CH:16]23)[cH:3][cH:4][cH:5][cH:6][cH:7]1>>[c:2]1([C:8]2([c:26]3[cH:27][cH:28][cH:29][cH:30][cH:31]3)[CH2:9][CH2:10][C:11]([OH:17])([c:18]3[c:19]([O:24][CH3:25])[cH:20][cH:21][cH:22][cH:23]3)[CH:12]3[CH2:13][N:14]([C:39]([CH2:38][c:37]4[cH:36][cH:35][c:34]([O:33][CH3:32])[cH:43][cH:42]4)=[O:40])[CH2:15][CH:16]23)[cH:3][cH:4][cH:5][cH:6][cH:7]1. Product: COc1ccc(CC(=O)N2CC3C(C2)C(c2ccccc2)(c2ccccc2)CCC3(O)c2ccccc2OC)cc1. Reactants: C1(CCCC1)NC=1C=C(C=C2C=C(NC12)C=1SC[C@H](N1)CC(=O)O)F ([(R)-2-(7-cyclopentylamino-5-fluoro-1H-indol-2-yl)-4,5-dihydro-thiazol-4-yl]acetic acid), C(C)(=O)Cl (Acetyl chloride). Run in C(C)O (ethanol), C(C)(=O)OCC (ethyl acetate). Conditions: time 8 hour. The product is C(C)OC(C[C@H]1N=C(SC1)C=1NC2=C(C=C(C=C2C1)F)NC1CCCC1)=O ([(R)-2-(7-cyclopentylamino-5-fluoro-1H-indol-2-yl)-4,5-dihydro-thiazol-4-yl]acetic acid ethyl ester). Isolated yield 58.0%. As a reaction SMILES: [CH:1]1([NH:6][C:7]2[CH:8]=[C:9]([F:25])[CH:10]=[C:11]3[C:15]=2[NH:14][C:13]([C:16]2[S:17][CH2:18][C@@H:19]([CH2:21][C:22]([OH:24])=[O:23])[N:20]=2)=[CH:12]3)[CH2:5][CH2:4][CH2:3][CH2:2]1.[C:26](Cl)(=O)[CH3:27]>C(O)C.C(OCC)(=O)C>[CH2:26]([O:23][C:22](=[O:24])[CH2:21][C@@H:19]1[CH2:18][S:17][C:16]([C:13]2[NH:14][C:15]3[C:11]([CH:12]=2)=[CH:10][C:9]([F:25])=[CH:8][C:7]=3[NH:6][CH:1]2[CH2:2][CH2:3][CH2:4][CH2:5]2)=[N:20]1)[CH3:27]. Procedure details: The compound (80 mg, 0.22 mmol) prepared in Example 37 was dissolved in ethanol (2 ml). Acetyl chloride (0.1 ml) was added thereto, and the mixture was stirred for 8 h at room temperature. After completion of the reaction, the reaction solution was diluted with ethyl acetate, washed with saturated sodium bicarbonate solution, dried over anhydrous magnesium sulfate, and filtered. The filtrate was distilled under reduced pressure, and purified by column chromatography to give the title compound (5... Reactants: COCCOC, CC(=O)OC(C)=O, N#N, c1ccncc1, O=C(O)c1cc2ccsc2nc1C(=O)O. The product is O=C1OC(=O)c2nc3sccc3cc21. Reaction SMILES: [CH2:31]([CH2:32][O:33][CH3:34])[O:35][CH3:36].[CH3:1][C:2]([O:3][C:4](=[O:5])[CH3:6])=[O:7].[N:23]#[N:24].[cH:25]1[cH:26][cH:27][n:28][cH:29][cH:30]1.[s:8]1[cH:9][cH:10][c:11]2[c:12]1[n:13][c:14]([C:20](=[O:21])[OH:22])[c:15]([C:17](=[O:18])[OH:19])[cH:16]2>>[s:8]1[cH:9][cH:10][c:11]2[c:12]1[n:13][c:14]1[c:15]([cH:16]2)[C:17](=[O:19])[O:22][C:20]1=[O:21]. The reactants are C(C)(C)(C)OC(NC1=C(C=C(C(=C1)N(C)C)Cl)N)=O ((2-amino-4-chloro-5-dimethylamino-phenyl)-carbamic acid tert.-butyl ester), C(C)(C)(C)OC(CC(C1=CC(=CC=C1)C1=NOC(=C1)COC1OCCCC1)=O)=O ((RS)-3-oxo-3-{3-[5-(tetrahydro-pyran-2-yloxymethyl)-isoxazol-3-yl]-phenyl}-propionic acid tert.-butyl ester). Yields the product C(C)(C)(C)OC(NC1=C(C=C(C(=C1)N(C)C)Cl)NC(CC(C1=CC(=CC=C1)C1=NOC(=C1)COC1OCCCC1)=O)=O)=O ((RS)-[4-Chloro-5-dimethylamino-2-(3-oxo-3-{3-[5-(tetrahydro-pyran-2-yloxymethyl)-isoxazol-3-yl]-phenyl}-propionylamino)-phenyl]-carbamic acid tert.-butyl ester), foam. RXN SMILES: [C:1]([O:5][C:6](=[O:19])[NH:7][C:8]1[CH:13]=[C:12]([N:14]([CH3:16])[CH3:15])[C:11]([Cl:17])=[CH:10][C:9]=1[NH2:18])([CH3:4])([CH3:3])[CH3:2].C([O:24][C:25](=O)[CH2:26][C:27](=[O:47])[C:28]1[CH:33]=[CH:32][CH:31]=[C:30]([C:34]2[CH:38]=[C:37]([CH2:39][O:40][CH:41]3[CH2:46][CH2:45][CH2:44][CH2:43][O:42]3)[O:36][N:35]=2)[CH:29]=1)(C)(C)C>>[C:1]([O:5][C:6](=[O:19])[NH:7][C:8]1[CH:13]=[C:12]([N:14]([CH3:16])[CH3:15])[C:11]([Cl:17])=[CH:10][C:9]=1[NH:18][C:25](=[O:24])[CH2:26][C:27](=[O:47])[C:28]1[CH:33]=[CH:32][CH:31]=[C:30]([C:34]2[CH:38]=[C:37]([CH2:39][O:40][CH:41]3[CH2:46][CH2:45][CH2:44][CH2:43][O:42]3)[O:36][N:35]=2)[CH:29]=1)([CH3:4])([CH3:2])[CH3:3]. Reported procedure: The title compound was prepared from (2-amino-4-chloro-5-dimethylamino-phenyl)-carbamic acid tert.-butyl ester (Example J1) and (RS)-3-oxo-3-{3-[5-(tetrahydro-pyran-2-yloxymethyl)-isoxazol-3-yl]-phenyl}-propionic acid tert.-butyl ester (Example K15) according to the general procedure M. Obtained as a yellow foam (232 mg). Starting materials: C#CCCCO, COc1ccc(I)cc1. Yields the product COc1ccc(C#CCCCO)cc1. RXN SMILES: [CH2:1]([CH2:2][CH2:3][C:4]#[CH:5])[OH:6].[I:7][c:8]1[cH:9][cH:10][c:11]([O:14][CH3:15])[cH:12][cH:13]1>>[CH2:1]([CH2:2][CH2:3][C:4]#[C:5][c:8]1[cH:9][cH:10][c:11]([O:14][CH3:15])[cH:12][cH:13]1)[OH:6].